From a dataset of the Open Reaction Database (ORD), a public repository of structured organic reaction records. describe an organic reaction: reactants, conditions, products, and yield Starting materials: C(C1=CC=CC=C1)NCC1=CC=CC=C1 (Dibenzylamine), C(C)(C)(C)OC(=O)C1N(CC=CCC1C(=O)O)S(=O)(=O)C1=CC=C(C=C1)OC (1-(4-Methoxy-benzenesulfonyl)-2,3,4,7-tetrahydro-1H-azepine-2,3-dicarboxylic acid 2-tert-butyl ester), C1(=CC=CC=C1)P(=O)(C1=CC=CC=C1)N=[N+]=[N-] (Diphenyl phosphoryl azide), C(CC)N(CCC)CCC (Tripropylamine). The solvent is O1CCOCC1 (Dioxane). Conditions: temperature 75 celsius. Yields the product C(C1=CC=CC=C1)N(C(NC1C(N(CC=CC1)S(=O)(=O)C1=CC=C(C=C1)OC)C(=O)O)=O)CC1=CC=CC=C1 (3-(3,3-Dibenzylureido)-1-(4-methoxy-benzenesulfonyl)-2,3,4,7-terahydro-1H-azepine-2-carboxylic acid). Reaction SMILES: C([O:5][C:6]([CH:8]1[CH:14](C(O)=O)[CH2:13][CH:12]=[CH:11][CH2:10][N:9]1[S:18]([C:21]1[CH:26]=[CH:25][C:24]([O:27][CH3:28])=[CH:23][CH:22]=1)(=[O:20])=[O:19])=[O:7])(C)(C)C.C([N:32]([CH2:36]CC)CCC)CC.C1(P(N=[N+]=[N-])(C2C=CC=CC=2)=[O:46])C=CC=CC=1.[CH2:56]([NH:63][CH2:64][C:65]1[CH:70]=[CH:69][CH:68]=[CH:67][CH:66]=1)[C:57]1[CH:62]=[CH:61][CH:60]=[CH:59][CH:58]=1>O1CCOCC1>[CH2:64]([N:63]([CH2:56][C:57]1[CH:62]=[CH:61][CH:60]=[CH:59][CH:58]=1)[C:36](=[O:46])[NH:32][CH:14]1[CH2:13][CH:12]=[CH:11][CH2:10][N:9]([S:18]([C:21]2[CH:22]=[CH:23][C:24]([O:27][CH3:28])=[CH:25][CH:26]=2)(=[O:20])=[O:19])[CH:8]1[C:6]([OH:5])=[O:7])[C:65]1[CH:70]=[CH:69][CH:68]=[CH:67][CH:66]=1. Reported procedure: The reaction is performed under an Argon blanket. 1-(4-Methoxy-benzenesulfonyl)-2,3,4,7-tetrahydro-1H-azepine-2,3-dicarboxylic acid 2-tert-butyl ester (204 mg, 0.5 mmol) is dissolved in 10 ml dry Dioxane. Tripropylamine (94 μl, 0.5 mmol) is added and then Diphenyl phosphoryl azide (DPPA). The reaction is heated to 75° C. for 5 h. After cooling to room temperature, Dibenzylamine (190.6 μl, 1 mmol) is added via syringe. The reaction is heated to 70° C. and stirred over night. Evaporation of the so...